From a dataset of the Open Reaction Database (ORD), a public repository of structured organic reaction records. describe an organic reaction: reactants, conditions, products, and yield Reactants: O=C([O-])[O-], CCON, CO, COC(=O)c1ccc(S(C)(=O)=O)c(C=O)c1Cl, Cl, [K+], [K+]. The product is CCON=Cc1c(S(C)(=O)=O)ccc(C(=O)OC)c1Cl. RXN SMILES: [C:6](=[O:7])([O-:8])[O-:9].[CH2:2]([CH3:3])[O:4][NH2:5].[CH3:29][OH:30].[Cl:12][c:13]1[c:14]([C:15](=[O:16])[O:17][CH3:18])[cH:19][cH:20][c:21]([S:25](=[O:26])(=[O:27])[CH3:28])[c:22]1[CH:23]=[O:24].[ClH:1].[K+:10].[K+:11]>>[CH2:2]([CH3:3])[O:4][N:5]=[CH:23][c:22]1[c:13]([Cl:12])[c:14]([C:15](=[O:16])[O:17][CH3:18])[cH:19][cH:20][c:21]1[S:25](=[O:26])(=[O:27])[CH3:28]. The reactants are [H][H] (hydrogen), 31.1, ClC1=C(C(=CC(=C1)[N+](=O)[O-])Cl)C(C#N)C1=CC=C(C=C1)Cl (2,6-dichloro-α-(4-chlorophenyl)-4-nitrobenzeneacetonitrile), ClC1=C(C(=CC(=C1)[N+](=O)[O-])Cl)C(C#N)C1=CC=C(C=C1)Cl (2,6-dichloro-α-(4-chlorophenyl)-4-nitrobenzeneacetonitrile), S1C=CC=C1 (thiophene). The reagents and catalysts are [Pt] (platinum-on-charcoal). Run in CO (methanol), CO (methanol). Yields the product NC1=CC(=C(C(=C1)Cl)C(C#N)C1=CC=C(C=C1)Cl)Cl (4-amino-2,6-dichloro-α-(4-chlorophenyl)benzeneacetonitrile). Reaction SMILES: [Cl:1][C:2]1[CH:7]=[C:6]([N+:8]([O-])=O)[CH:5]=[C:4]([Cl:11])[C:3]=1[CH:12]([C:15]1[CH:20]=[CH:19][C:18]([Cl:21])=[CH:17][CH:16]=1)[C:13]#[N:14].S1C=CC=C1.[H][H]>CO.[Pt]>[NH2:8][C:6]1[CH:5]=[C:4]([Cl:11])[C:3]([CH:12]([C:15]2[CH:20]=[CH:19][C:18]([Cl:21])=[CH:17][CH:16]=2)[C:13]#[N:14])=[C:2]([Cl:1])[CH:7]=1. Procedure: A mixture of 31.1 parts of 2,6-dichloro-α-(4-chlorophenyl)-4-nitrobenzeneacetonitrile (intermediate 1), 2 parts of a solution of 4% thiophene in methanol and 480 parts of methanol is hydrogenated in the Parr apparatus at 50 degrees C with 3 parts of 5% platinum-on-charcoal catalyst. After the calculated amount of hydrogen is taken up, the catalyst is filtered off, washed with tetrahydrofuran and the filtrate is evaporated in vacuo. The residue is crystallized from 160 parts of 2-propanol. The pr... Starting materials: COC(=O)c1cc(-c2ccc(OC(F)(F)F)cc2)ccc1Br, CC[BH-](CC)CC, C1CCOC1, [Li+]. Yields the product OCc1cc(-c2ccc(OC(F)(F)F)cc2)ccc1Br. RXN SMILES: [Br:9][c:10]1[c:11]([C:27](=[O:28])[O:29][CH3:30])[cH:12][c:13](-[c:16]2[cH:17][cH:18][c:19]([O:22][C:23]([F:24])([F:25])[F:26])[cH:20][cH:21]2)[cH:14][cH:15]1.[CH2:1]([BH-:2]([CH2:3][CH3:4])[CH2:5][CH3:6])[CH3:7].[CH2:31]1[O:32][CH2:33][CH2:34][CH2:35]1.[Li+:8]>>[Br:9][c:10]1[c:11]([CH2:27][OH:28])[cH:12][c:13](-[c:16]2[cH:17][cH:18][c:19]([O:22][C:23]([F:24])([F:25])[F:26])[cH:20][cH:21]2)[cH:14][cH:15]1. Reported procedure: (R)-3,N-Dimethyl-2-(5-nitro-1-oxo-1H-isoquinolin-2-yl)-butyramide (1.4 g, 0.0045 mol) was stirred with palladium 10% wt. on calcium carbonate (1.4 g, 0.00068 mol) in methanol (100 mL, 2 mol) under hydrogen (balloon) over 1 h at room temperature. The catalyst was filtered, the filtrate was concentrated to dryness to give a yellow solid. MS m/z 273.9 (M+H)+. Yields the product NC1=C2C=CN(C(C2=CC=C1)=O)[C@@H](C(=O)NC)C(C)C ((R)-2-(5-Amino-1-oxoisoquinolin-2(1H)-yl)-N,3-dimethylbutanamide). The reagents and catalysts are [Pd] (palladium). Reactants: CC([C@H](C(=O)NC)N1C(C2=CC=CC(=C2C=C1)[N+](=O)[O-])=O)C ((R)-3,N-Dimethyl-2-(5-nitro-1-oxo-1H-isoquinolin-2-yl)-butyramide), CO (methanol). As a reaction SMILES: [CH3:1][CH:2]([CH3:22])[C@@H:3]([N:8]1[CH:17]=[CH:16][C:15]2[C:10](=[CH:11][CH:12]=[CH:13][C:14]=2[N+:18]([O-])=O)[C:9]1=[O:21])[C:4]([NH:6][CH3:7])=[O:5].CO>[Pd]>[NH2:18][C:14]1[CH:13]=[CH:12][CH:11]=[C:10]2[C:15]=1[CH:16]=[CH:17][N:8]([C@H:3]([CH:2]([CH3:22])[CH3:1])[C:4]([NH:6][CH3:7])=[O:5])[C:9]2=[O:21].